This data is from the Open Reaction Database (ORD), a public repository of structured organic reaction records. The task is: describe an organic reaction: reactants, conditions, products, and yield Reactants: O=C(O)C=Cc1ccc(C(F)(F)F)cc1, CC(F)(F)c1ccc(Cn2cc(N)cn2)o1. The product is CC(F)(F)c1ccc(Cn2cc(NC(=O)C=Cc3ccc(C(F)(F)F)cc3)cn2)o1. Reaction SMILES: [F:17][C:18]([c:19]1[cH:20][cH:21][c:22]([CH:25]=[CH:26][C:27](=[O:28])[OH:29])[cH:23][cH:24]1)([F:30])[F:31].[F:1][C:2]([CH3:3])([F:4])[c:5]1[cH:6][cH:7][c:8]([CH2:10][n:11]2[n:12][cH:13][c:14]([NH2:16])[cH:15]2)[o:9]1>>[F:1][C:2]([CH3:3])([F:4])[c:5]1[cH:6][cH:7][c:8]([CH2:10][n:11]2[n:12][cH:13][c:14]([NH:16][C:27]([CH:26]=[CH:25][c:22]3[cH:21][cH:20][c:19]([C:18]([F:17])([F:30])[F:31])[cH:24][cH:23]3)=[O:28])[cH:15]2)[o:9]1. Starting materials: C=O, CO, COc1cccc(CCNc2ccc(Cl)cc2)c1, Cl. The product is COc1ccc2c(c1)CCN(c1ccc(Cl)cc1)C2. RXN SMILES: [CH2:19]=[O:20].[CH3:22][OH:23].[Cl:1][c:2]1[cH:3][cH:4][c:5]([NH:8][CH2:9][CH2:10][c:11]2[cH:12][c:13]([O:17][CH3:18])[cH:14][cH:15][cH:16]2)[cH:6][cH:7]1.[ClH:21]>>[Cl:1][c:2]1[cH:3][cH:4][c:5]([N:8]2[CH2:9][CH2:10][c:11]3[cH:12][c:13]([O:17][CH3:18])[cH:14][cH:15][c:16]3[CH2:19]2)[cH:6][cH:7]1. The reactants are CC(NC(=O)C(NC(=O)OC(C)(C)C)C(C)C)c1cc2ccccc2s1, O=C([O-])O, CCOC(C)=O, Cl, [Na+]. The product is CC(NC(=O)C(N)C(C)C)c1cc2ccccc2s1. As a reaction SMILES: [C:1]([O:2][C:3](=[O:4])[NH:8][CH:9]([CH:10]([CH3:11])[CH3:12])[C:13](=[O:14])[NH:15][CH:16]([CH3:17])[c:18]1[cH:19][c:20]2[c:21]([s:22]1)[cH:23][cH:24][cH:25][cH:26]2)([CH3:5])([CH3:6])[CH3:7].[C:28](=[O:29])([OH:30])[O-:31].[CH3:33][CH2:34][O:35][C:36](=[O:37])[CH3:38].[ClH:27].[Na+:32]>>[NH2:8][CH:9]([CH:10]([CH3:11])[CH3:12])[C:13](=[O:14])[NH:15][CH:16]([CH3:17])[c:18]1[cH:19][c:20]2[c:21]([s:22]1)[cH:23][cH:24][cH:25][cH:26]2. Starting materials: CCOC(C)=O, COc1cccc(Cc2ncc(C=O)c3cc(OCc4ccccc4)c(OC)cc23)c1, CCCCCC, CC(=O)O, O=[Se]=O. The product is COc1cccc(C(=O)c2ncc(C=O)c3cc(OCc4ccccc4)c(OC)cc23)c1. Reaction SMILES: [C:41]([O:42][CH2:43][CH3:44])(=[O:45])[CH3:46].[CH2:1]([c:2]1[cH:3][cH:4][cH:5][cH:6][cH:7]1)[O:8][c:9]1[cH:10][c:11]2[c:12]([CH:30]=[O:31])[cH:13][n:14][c:15]([CH2:21][c:22]3[cH:23][c:24]([O:28][CH3:29])[cH:25][cH:26][cH:27]3)[c:16]2[cH:17][c:18]1[O:19][CH3:20].[CH3:35][CH2:36][CH2:37][CH2:38][CH2:39][CH3:40].[CH3:47][C:48](=[O:49])[OH:50].[Se:32](=[O:33])=[O:34]>>[CH2:1]([c:2]1[cH:3][cH:4][cH:5][cH:6][cH:7]1)[O:8][c:9]1[cH:10][c:11]2[c:12]([CH:30]=[O:31])[cH:13][n:14][c:15]([C:21]([c:22]3[cH:23][c:24]([O:28][CH3:29])[cH:25][cH:26][cH:27]3)=[O:33])[c:16]2[cH:17][c:18]1[O:19][CH3:20].